From a dataset of the Open Reaction Database (ORD), a public repository of structured organic reaction records. describe an organic reaction: reactants, conditions, products, and yield The reactants are G-Gly-OMe.HCl, C1=CC=C2C(=C1)C(=O)N(N=N2)O (HOObt), C1CCC(CC1)N=C=NC2CCCCC2 (DCC), N([C@H](CCCCNC(=O)OC(C)(C)C)C(=O)N[C@@H](CC1=CC=CC=C1)C(=O)O)C(=O)OCC1=CC=CC=C1 (Z-D-Lys(Boc)-Phe-OH), CN(C)C=O (DMF). Reaction conditions: time 8 hour. The product is N([C@H](CCCCNC(=O)OC(C)(C)C)C(=O)N[C@@H](CC1=CC=CC=C1)C(=O)NCC(=O)O)C(=O)OCC1=CC=CC=C1 (Z-D-Lys(Boc)-Phe-Gly). Reaction SMILES: C1C=C2C(N(O)N=NC2=CC=1)=[O:8].C1CCC(N=C=[N:21][CH:22]2CCCCC2)CC1.[NH:28]([C:56]([O:58][CH2:59][C:60]1[CH:65]=[CH:64][CH:63]=[CH:62][CH:61]=1)=[O:57])[C@@H:29]([C:42]([NH:44][C@H:45]([C:53](O)=[O:54])[CH2:46][C:47]1[CH:52]=[CH:51][CH:50]=[CH:49][CH:48]=1)=[O:43])[CH2:30][CH2:31][CH2:32][CH2:33][NH:34][C:35]([O:37][C:38]([CH3:41])([CH3:40])[CH3:39])=[O:36].CN([CH:69]=[O:70])C>>[NH:28]([C:56]([O:58][CH2:59][C:60]1[CH:61]=[CH:62][CH:63]=[CH:64][CH:65]=1)=[O:57])[C@@H:29]([C:42]([NH:44][C@H:45]([C:53]([NH:21][CH2:22][C:69]([OH:70])=[O:8])=[O:54])[CH2:46][C:47]1[CH:52]=[CH:51][CH:50]=[CH:49][CH:48]=1)=[O:43])[CH2:30][CH2:31][CH2:32][CH2:33][NH:34][C:35]([O:37][C:38]([CH3:40])([CH3:41])[CH3:39])=[O:36]. Procedure details: 1.26 g of G-Gly-OMe.HCl, 1.6 g of HOObt, 1.3 ml of NEM and 2.2 g of DCC are added in succession, with stirring, to 5.3 g of Z-D-Lys(Boc)-Phe-OH (Example 1d) in 60 ml of DMF. After the mixture has been left to stand overnight, the urea is filtered off and the filtrate is concentrated in vacuo. The residue is taken up in 200 ml of ethyl acetate and the solution is washed in the cold with 10% strength citric acid solution, saturated sodium bicarbonate solution and water and concentrated in vacuo to... The reactants are B, COC(=O)c1ccc(-c2ccc(OC)c(Br)c2)c(C)c1, CCOC(C)=O, OCc1cc(C(F)(F)F)ccc1Cl, [K+], [K+], [K+], CC(=O)[O-], O=C([O-])[O-], C1COCCO1, O. Product: COC(=O)c1ccc(-c2ccc(OC)c(-c3ccc(C(F)(F)F)cc3CO)c2)c(C)c1. As a reaction SMILES: [BH3:21].[Br:1][c:2]1[cH:3][c:4](-[c:10]2[c:11]([CH3:20])[cH:12][c:13]([C:16](=[O:17])[O:18][CH3:19])[cH:14][cH:15]2)[cH:5][cH:6][c:7]1[O:8][CH3:9].[CH3:47][CH2:48][O:49][C:50]([CH3:51])=[O:52].[Cl:27][c:28]1[c:29]([CH2:38][OH:39])[cH:30][c:31]([C:34]([F:35])([F:36])[F:37])[cH:32][cH:33]1.[K+:26].[K+:40].[K+:41].[O-:22][C:23]([CH3:24])=[O:25].[O-:42][C:43]([O-:44])=[O:45].[O:53]1[CH2:54][CH2:55][O:56][CH2:57][CH2:58]1.[OH2:46]>>[c:2]1(-[c:28]2[c:29]([CH2:38][OH:39])[cH:30][c:31]([C:34]([F:35])([F:36])[F:37])[cH:32][cH:33]2)[cH:3][c:4](-[c:10]2[c:11]([CH3:20])[cH:12][c:13]([C:16](=[O:17])[O:18][CH3:19])[cH:14][cH:15]2)[cH:5][cH:6][c:7]1[O:8][CH3:9]. Starting materials: CN=C=S, CCOCC, CCCCCC, Cc1ccccc1, FC(F)(F)CNCc1ccc(Cl)nc1. The product is CNC(=S)N(Cc1ccc(Cl)nc1)CC(F)(F)F. As a reaction SMILES: [CH3:15][N:16]=[C:17]=[S:18].[CH3:19][CH2:20][O:21][CH2:22][CH3:23].[CH3:24][CH2:25][CH2:26][CH2:27][CH2:28][CH3:29].[CH3:30][c:31]1[cH:32][cH:33][cH:34][cH:35][cH:36]1.[Cl:1][c:2]1[cH:3][cH:4][c:5]([CH2:8][NH:9][CH2:10][C:11]([F:12])([F:13])[F:14])[cH:6][n:7]1>>[Cl:1][c:2]1[cH:3][cH:4][c:5]([CH2:8][N:9]([CH2:10][C:11]([F:12])([F:13])[F:14])[C:17]([NH:16][CH3:15])=[S:18])[cH:6][n:7]1. Starting materials: Clc1ncnc2cc(Br)sc12, Cn1cc(B2OC(C)(C)C(C)(C)O2)cn1, CN(C)C=O, O=C(C=Cc1ccccc1)C=Cc1ccccc1, O=C(C=Cc1ccccc1)C=Cc1ccccc1, O=C(C=Cc1ccccc1)C=Cc1ccccc1, O, [Pd], [Pd]. Product: Cn1cc(-c2cc3ncnc(Cl)c3s2)cn1. Reaction SMILES: [Br:1][c:2]1[cH:3][c:4]2[n:5][cH:6][n:7][c:8]([Cl:11])[c:9]2[s:10]1.[CH3:12][n:13]1[n:14][cH:15][c:16]([B:18]2[O:19][C:20]([CH3:21])([CH3:22])[C:23]([CH3:24])([CH3:25])[O:26]2)[cH:17]1.[O:27]=[CH:28][N:29]([CH3:30])[CH3:31].[O:34]=[C:35]([CH:36]=[CH:37][c:38]1[cH:39][cH:40][cH:41][cH:42][cH:43]1)[CH:44]=[CH:45][c:46]1[cH:47][cH:48][cH:49][cH:50][cH:51]1.[O:52]=[C:53]([CH:54]=[CH:55][c:56]1[cH:57][cH:58][cH:59][cH:60][cH:61]1)[CH:62]=[CH:63][c:64]1[cH:65][cH:66][cH:67][cH:68][cH:69]1.[O:70]=[C:71]([CH:72]=[CH:73][c:74]1[cH:75][cH:76][cH:77][cH:78][cH:79]1)[CH:80]=[CH:81][c:82]1[cH:83][cH:84][cH:85][cH:86][cH:87]1.[OH2:88].[Pd:32].[Pd:33]>>[c:2]1(-[c:16]2[cH:15][n:14][n:13]([CH3:12])[cH:17]2)[cH:3][c:4]2[n:5][cH:6][n:7][c:8]([Cl:11])[c:9]2[s:10]1. The reactants are CCCCCC=CCC(=O)OC, CCO, [K+], [OH-], O. Product: CCCCCC=CCC(=O)O. RXN SMILES: [C:1]([CH2:2][CH:3]=[CH:4][CH2:5][CH2:6][CH2:7][CH2:8][CH3:9])(=[O:10])[O:11][CH3:12].[CH3:13][CH2:14][OH:15].[K+:17].[OH-:16].[OH2:18]>>[C:1]([CH2:2][CH:3]=[CH:4][CH2:5][CH2:6][CH2:7][CH2:8][CH3:9])(=[O:10])[OH:11].